From a dataset of the Open Reaction Database (ORD), a public repository of structured organic reaction records. describe an organic reaction: reactants, conditions, products, and yield Reactants: O=C(O)C(F)(F)F, COc1ccc(CNc2cc(NC3CCC(N)CC3)nn3c(C(=O)Nc4ccncc4)cnc23)cc1. The product is Nc1cc(NC2CCC(N)CC2)nn2c(C(=O)Nc3ccncc3)cnc12. As a reaction SMILES: [F:1][C:2]([F:3])([F:4])[C:5]([OH:6])=[O:7].[NH2:8][CH:9]1[CH2:10][CH2:11][CH:12]([NH:15][c:16]2[cH:17][c:18]([NH:34][CH2:35][c:36]3[cH:37][cH:38][c:39]([O:40][CH3:41])[cH:42][cH:43]3)[c:19]3[n:20]([n:21]2)[c:22]([C:25](=[O:26])[NH:27][c:28]2[cH:29][cH:30][n:31][cH:32][cH:33]2)[cH:23][n:24]3)[CH2:13][CH2:14]1>>[NH2:8][CH:9]1[CH2:10][CH2:11][CH:12]([NH:15][c:16]2[cH:17][c:18]([NH2:34])[c:19]3[n:20]([n:21]2)[c:22]([C:25](=[O:26])[NH:27][c:28]2[cH:29][cH:30][n:31][cH:32][cH:33]2)[cH:23][n:24]3)[CH2:13][CH2:14]1. Starting materials: C=CCC(C)C1CCC2=C3CCC4CC(OC(C)=O)CCC4(C)C3CC(OC(=O)C(C)(C)CC)C21C, CC(C)(C)O, C[N+]1([O-])CCOCC1, CCOC(C)=O, O, O. The product is CCC(C)(C)C(=O)OC1CC2C(=C3CCC(C(C)CC(O)CO)C31C)CCC1CC(OC(C)=O)CCC12C. Reaction SMILES: [C:1]([CH3:2])(=[O:3])[O:4][CH:5]1[CH2:6][CH:7]2[CH2:8][CH2:9][C:10]3=[C:11]4[CH2:12][CH2:13][CH:14]([CH:15]([CH2:16][CH:17]=[CH2:18])[CH3:19])[C:20]4([CH3:36])[CH:21]([O:28][C:29]([C:30]([CH2:31][CH3:32])([CH3:33])[CH3:34])=[O:35])[CH2:22][CH:23]3[C:24]2([CH3:27])[CH2:25][CH2:26]1.[C:37]([OH:38])([CH3:39])([CH3:40])[CH3:41].[CH3:44][N+:45]1([O-:46])[CH2:47][CH2:48][O:49][CH2:50][CH2:51]1.[CH3:52][CH2:53][O:54][C:55](=[O:56])[CH3:57].[OH2:42].[OH2:43]>>[C:1]([CH3:2])(=[O:3])[O:4][CH:5]1[CH2:6][CH:7]2[CH2:8][CH2:9][C:10]3=[C:11]4[CH2:12][CH2:13][CH:14]([CH:15]([CH2:16][CH:17]([CH2:18][OH:42])[OH:43])[CH3:19])[C:20]4([CH3:36])[CH:21]([O:28][C:29]([C:30]([CH2:31][CH3:32])([CH3:33])[CH3:34])=[O:35])[CH2:22][CH:23]3[C:24]2([CH3:27])[CH2:25][CH2:26]1. Starting materials: ClC1=CC(=C(C=C1)NC(C)=O)C=C (N-(4-chloro-2-vinyl-phenyl)-acetamide), ClC1=NC=C(C(=C1)Cl)CCl (2,4-dichloro-5-chloromethyl-pyridine), C(C)(=O)N1CC2=C(C=CC3=C1C=CC=C3)N=C(C(=C2)F)Cl (6-Acetyl-2-chloro-3-fluoro-5,6-dihydro-pyrido[3,2-c][1]benzazocine). Yields the product C(C)(=O)N1CC2=C(C=CC3=C1C=CC(=C3)Cl)C=C(N=C2)Cl (11-Acetyl-3,8-dichloro-11,12-dihydropyrido[3,4-c][1]benzazocine). Isolated yield 51.7%. RXN SMILES: [Cl:1][C:2]1[CH:7]=[CH:6][C:5]([NH:8][C:9](=[O:11])[CH3:10])=[C:4]([CH:12]=[CH2:13])[CH:3]=1.[Cl:14][C:15]1[CH:20]=[C:19](Cl)[C:18]([CH2:22]Cl)=[CH:17][N:16]=1.C(N1C2C=CC=CC=2C=CC2N=C(Cl)C(F)=CC=2C1)(=O)C>>[C:9]([N:8]1[C:5]2[CH:6]=[CH:7][C:2]([Cl:1])=[CH:3][C:4]=2[CH:12]=[CH:13][C:19]2[CH:20]=[C:15]([Cl:14])[N:16]=[CH:17][C:18]=2[CH2:22]1)(=[O:11])[CH3:10]. Procedure details: The title compound (67.6 mg, 52%) was prepared from 9B (80 mg, 0.41 mmol) and 41B (80 mg, 0.41 mmol) in two steps by a route analogous to that used for the preparation of 1D. HPLC Rt=2.886 min; LCMS Found: (M+H)+=319.